Dataset: the Open Reaction Database (ORD), a public repository of structured organic reaction records. Task: describe an organic reaction: reactants, conditions, products, and yield The reactants are Cl (HCl), ClC=1C=CC=C2C=C(C(=NC12)C=1C(=NC=C(C1)F)Cl)[C@H](C)N1C(C2=CC=CC=C2C1=O)=O (2-((S)-1-(8-chloro-2-(2-chloro-5-fluoropyridin-3-yl)quinolin-3-yl)-ethyl)isoindoline-1,3-dione), O1CCOCC1 (dioxan), C(C)[Al](CC)CC (triethylaluminum). The reagents and catalysts are [Pd].C1(=CC=CC=C1)P(C1=CC=CC=C1)C1=CC=CC=C1.C1(=CC=CC=C1)P(C1=CC=CC=C1)C1=CC=CC=C1.C1(=CC=CC=C1)P(C1=CC=CC=C1)C1=CC=CC=C1.C1(=CC=CC=C1)P(C1=CC=CC=C1)C1=CC=CC=C1 (tetrakis(triphenylphosphine)-palladium). The product is ClC=1C=CC=C2C=C(C(=NC12)C=1C(=NC=C(C1)F)CC)[C@H](C)N1C(C2=CC=CC=C2C1=O)=O (2-((S)-1-(8-chloro-2-(2-ethyl-5-fluoropyridin-3-yl)quinolin-3-yl)ethyl)isoindoline-1,3-dione). As a reaction SMILES: [Cl:1][C:2]1[CH:3]=[CH:4][CH:5]=[C:6]2[C:11]=1[N:10]=[C:9]([C:12]1[C:13](Cl)=[N:14][CH:15]=[C:16]([F:18])[CH:17]=1)[C:8]([C@@H:20]([N:22]1[C:30](=[O:31])[C:29]3[C:24](=[CH:25][CH:26]=[CH:27][CH:28]=3)[C:23]1=[O:32])[CH3:21])=[CH:7]2.O1CCO[CH2:35][CH2:34]1.C([Al](CC)CC)C.Cl>[Pd].C1(P(C2C=CC=CC=2)C2C=CC=CC=2)C=CC=CC=1.C1(P(C2C=CC=CC=2)C2C=CC=CC=2)C=CC=CC=1.C1(P(C2C=CC=CC=2)C2C=CC=CC=2)C=CC=CC=1.C1(P(C2C=CC=CC=2)C2C=CC=CC=2)C=CC=CC=1>[Cl:1][C:2]1[CH:3]=[CH:4][CH:5]=[C:6]2[C:11]=1[N:10]=[C:9]([C:12]1[C:13]([CH2:34][CH3:35])=[N:14][CH:15]=[C:16]([F:18])[CH:17]=1)[C:8]([C@@H:20]([N:22]1[C:23](=[O:32])[C:24]3[C:29](=[CH:28][CH:27]=[CH:26][CH:25]=3)[C:30]1=[O:31])[CH3:21])=[CH:7]2 |f:4.5.6.7.8|. Reported procedure: A mixture of 2-((S)-1-(8-chloro-2-(2-chloro-5-fluoropyridin-3-yl)quinolin-3-yl)-ethyl)isoindoline-1,3-dione (192.7 mg, 413 μmol), dioxan (15 mL, 175989 μmol)-, triethylaluminum (236 mg, 2066 μmol) and tetrakis(triphenylphosphine)-palladium (96 mg, 83 μmol) was refluxed for 4 hs under N2, cooled to room temperature. The reaction mixture was acidified with HCl (2N) and the solvent was evaporated. The residue was diluted with water, basified with NaOH (20%), and the mixture was extracted with EtOAc... Reactants: C(C)(C)NC(C)C (diisopropylamine), C(CCC)[Li] (butyl lithium), COCCl (chloromethyl methyl ether), C(C)(C)C1C(=O)OCC1 (2-isopropyl-γ-butyrolactone). The solvent is C1CCOC1 (THF). Reaction conditions: temperature -70 celsius, time 3 hour. Yields the product C(C)(C)C1(C(=O)OCC1)COC (2-Isopropyl-2-methoxymethyl-γ-butyrolactone). Yield: 57.0%. Reaction SMILES: C(NC(C)C)(C)C.C([Li])CCC.[CH:13]([CH:16]1[CH2:21][CH2:20][O:19][C:17]1=[O:18])([CH3:15])[CH3:14].[CH3:22][O:23][CH2:24]Cl>C1COCC1>[CH:13]([C:16]1([CH2:22][O:23][CH3:24])[CH2:21][CH2:20][O:19][C:17]1=[O:18])([CH3:15])[CH3:14]. Procedure: A solution of diisopropylamine (13.1 mL) in THF was treated dropwise with butyl lithium (58.4 mL of 1.6M solution in hexanes) at −10° C. Then the reaction mixture was cooled to −70° C. and treated dropwise with 2-isopropyl-γ-butyrolactone (9.30 mL) keeping the speed of the addition at such a rate that the temperature of the mixture remained below −60° C. After completion of the addition, the mixture was stirred for 3 h at −70° C., then warmed-up to −40° C. and treated dropwise at this temperatur...